Task: describe an organic reaction: reactants, conditions, products, and yield. Dataset: the Open Reaction Database (ORD), a public repository of structured organic reaction records Starting materials: CO, CCOC(=O)CCC(F)(F)F, [K+], [OH-], O. Yields the product O=C(O)CCC(F)(F)F. Reaction SMILES: [CH3:14][OH:15].[F:1][C:2]([CH2:3][CH2:4][C:5](=[O:6])[O:7][CH2:8][CH3:9])([F:10])[F:11].[K+:13].[OH-:12].[OH2:16]>>[F:1][C:2]([CH2:3][CH2:4][C:5](=[O:6])[OH:7])([F:10])[F:11]. As a reaction SMILES: [CH3:1][C:2]1[CH:3]=[CH:4][C:5]([NH2:8])=[N:6][CH:7]=1.[F:9][C:10]1[CH:17]=[CH:16][C:13]([CH:14]=O)=[CH:12][CH:11]=1.[N+:18](C(C)(C)C)#[C-:19]>CO>[F:9][C:10]1[CH:17]=[CH:16][C:13]([C:14]2[N:8]=[C:5]3[CH:4]=[CH:3][C:2]([CH3:1])=[CH:7][N:6]3[C:19]=2[NH2:18])=[CH:12][CH:11]=1. Reported procedure: To a stirred solution of 5-methylpyridin-2-amine (260 mg, 2.4 mmol) in 20 mL of MeOH was added 4-fluorobenzaldehyde (0.26 mL, 2.40 mmol), and followed by 1.0 N HClO4 in MeOH (0.20 mL, 0.20 mmol). The reaction mixture was stirred at room temperature for 0.5 hour which was followed by addition of 2-isocyano-2-methylpropane (0.23 mL, 2.0 mmol). The stirring was continued at room temperature overnight. HPLC/MS test showed that the desired product Reference Compound 76-1 was a major peak. Starting materials: [N+](#[C-])C(C)(C)C (2-isocyano-2-methylpropane), Compound 76-1, CC=1C=CC(=NC1)N (5-methylpyridin-2-amine), FC1=CC=C(C=O)C=C1 (4-fluorobenzaldehyde), HClO4. Product: FC1=CC=C(C=C1)C=1N=C2N(C=C(C=C2)C)C1N (2-(4-fluorophenyl)-6-methylimidazo[1,2-a]pyridin-3-amine). Run at time 0.5 hour. Solvent: CO (MeOH), CO (MeOH). Reactants: C(C1=CC=CC=C1)(=O)N[C@H]1C(N[C@@H]1OCC(C(C(=O)OC(C)(C)C)=[N+]=[N-])=O)=O (tert.-butyl 4-[3(R)-benzoylamino-2-azetidinon-4-(R)-yloxy]-2-diazo-3-oxo-butyrate). The reagents and catalysts are [Hg] (mercury). The solvent is C1=CC=CC=C1.O1CCCC1 (benzene tetrahydrofuran). Product: C(C1=CC=CC=C1)(=O)N[C@@H]1[C@H]2OCC(=C(N2C1=O)C(=O)OC(C)(C)C)O (tert.-Butyl (6R, 7R)-7-benzoylamino-3-hydroxy-8-oxo-5-oxa-1-azabicyclo[4.2.0]oct-2-ene-2-carboxylate). Yield: 16.6%. As a reaction SMILES: [C:1]([NH:9][C@@H:10]1[C@@H:13]([O:14][CH2:15][C:16](=[O:27])[C:17](=[N+]=[N-])[C:18]([O:20][C:21]([CH3:24])([CH3:23])[CH3:22])=[O:19])[NH:12][C:11]1=[O:28])(=[O:8])[C:2]1[CH:7]=[CH:6][CH:5]=[CH:4][CH:3]=1>C1C=CC=CC=1.O1CCCC1.[Hg]>[C:1]([NH:9][C@H:10]1[C:11](=[O:28])[N:12]2[C@@H:13]1[O:14][CH2:15][C:16]([OH:27])=[C:17]2[C:18]([O:20][C:21]([CH3:23])([CH3:22])[CH3:24])=[O:19])(=[O:8])[C:2]1[CH:7]=[CH:6][CH:5]=[CH:4][CH:3]=1 |f:1.2|. Procedure: An anhydrous and degassed solution of 78 mg (0.2 mmol) of tert.-butyl 4-[3(R)-benzoylamino-2-azetidinon-4-(R)-yloxy]-2-diazo-3-oxo-butyrate in 25 ml of benzene:tetrahydrofuran 3:1 was irradiated in a nitrogen atmosphere at 20° C. for 1 hour with a 450 W mercury vapour lamp with a Pyrex filter. The solvent was evaporated off in vacuo and the residue was purified by chromatography on 8 g of silica gel (toluene:ethyl acetate 35:65). 12 mg (17%) of the title compound were obtained as a colorless rig... Starting materials: [BH4-], Cl, [Na+], [Na+], CC(=O)Cc1c2c(cc3c(=O)cc(C(=O)O)oc13)CCCC2, [OH-], O. The product is CCCc1c2c(cc3c(=O)cc(C(=O)O)oc13)CCCC2. RXN SMILES: [BH4-:25].[ClH:27].[Na+:24].[Na+:26].[O:1]=[c:2]1[c:3]2[c:4]([o:5][c:6]([C:8](=[O:9])[OH:10])[cH:7]1)[c:11]([CH2:19][C:20]([CH3:21])=[O:22])[c:12]1[c:17]([cH:18]2)[CH2:16][CH2:15][CH2:14][CH2:13]1.[OH-:23].[OH2:28]>>[O:1]=[c:2]1[c:3]2[c:4]([o:5][c:6]([C:8](=[O:9])[OH:10])[cH:7]1)[c:11]([CH2:19][CH2:20][CH3:21])[c:12]1[c:17]([cH:18]2)[CH2:16][CH2:15][CH2:14][CH2:13]1.